From a dataset of the Open Reaction Database (ORD), a public repository of structured organic reaction records. describe an organic reaction: reactants, conditions, products, and yield Reactants: COC1=CC2=C(CCNCC2)C=C1[N+](=O)[O-] (7-methoxy-8-nitro-2,3,4,5-tetrahydro-1H-benzo[d]azepine), ClCC(=O)N(C)C (2-chloro-N,N-dimethyl-acetamide), [I-].[K+] (potassium iodide), C([O-])([O-])=O.[Cs+].[Cs+] (cesium carbonate). Procedure details: Into a 1-neck round-bottom flask was added 7-methoxy-8-nitro-2,3,4,5-tetrahydro-1H-benzo[d]azepine (0.5 g, 2.20 mmol), 2-chloro-N,N-dimethyl-acetamide (0.45 mL, 4.41 mmol), potassium iodide (0.18 g, 1.10 mmol), and cesium carbonate (2.16 g, 6.61 mmol), in acetonitrile (15 mL), and the reaction was stirred overnight at reflux. The reaction mixture was next partitioned between water and ethyl acetate, and the layers separated. The aqueous phase was extracted twice with ethyl acetate and the combin... Run in C(C)#N (acetonitrile). Product: COC1=CC2=C(CCN(CC2)CC(=O)N(C)C)C=C1[N+](=O)[O-] (2-(7-Methoxy-8-nitro-1,2,4,5-tetrahydro-benzo[d]azepin-3-yl)-N,N-dimethyl-acetamide). Reaction SMILES: [CH3:1][O:2][C:3]1[C:13]([N+:14]([O-:16])=[O:15])=[CH:12][C:6]2[CH2:7][CH2:8][NH:9][CH2:10][CH2:11][C:5]=2[CH:4]=1.Cl[CH2:18][C:19]([N:21]([CH3:23])[CH3:22])=[O:20].[I-].[K+].C(=O)([O-])[O-].[Cs+].[Cs+]>C(#N)C>[CH3:1][O:2][C:3]1[C:13]([N+:14]([O-:16])=[O:15])=[CH:12][C:6]2[CH2:7][CH2:8][N:9]([CH2:18][C:19]([N:21]([CH3:23])[CH3:22])=[O:20])[CH2:10][CH2:11][C:5]=2[CH:4]=1 |f:2.3,4.5.6|. Yield: 79.4%. Reactants: NC1=C(C(=O)O)C(=CC=C1)F (2-amino-6-fluorobenzoic acid), CN (methylamine), C1(CCC1)N1CCC(CC1)OC1=CC(=C(C=O)C=C1)OC (4-[(1-cyclobutylpiperidin-4-yl)oxy]-2-methoxybenzaldehyde). The product is C1(CCC1)N1CCC(CC1)OC1=CC=C(C=C1)C1=NC2=CC=CC(=C2C(N1C)=O)F (2-{4-[(1-Cyclobutylpiperidin-4-yl)oxy]phenyl}-5-fluoro-3-methylquinazolin-4(3H)-one). Reaction SMILES: [NH2:1][C:2]1[CH:10]=[CH:9][CH:8]=[C:7]([F:11])[C:3]=1[C:4]([OH:6])=O.[CH3:12][NH2:13].[CH:14]1([N:18]2[CH2:23][CH2:22][CH:21]([O:24][C:25]3[CH:32]=[CH:31][C:28]([CH:29]=O)=[C:27](OC)[CH:26]=3)[CH2:20][CH2:19]2)[CH2:17][CH2:16][CH2:15]1>>[CH:14]1([N:18]2[CH2:23][CH2:22][CH:21]([O:24][C:25]3[CH:32]=[CH:31][C:28]([C:29]4[N:13]([CH3:12])[C:4](=[O:6])[C:3]5[C:2](=[CH:10][CH:9]=[CH:8][C:7]=5[F:11])[N:1]=4)=[CH:27][CH:26]=3)[CH2:20][CH2:19]2)[CH2:17][CH2:16][CH2:15]1. Reported procedure: The entitled compound was obtained according to the method of Example 15 but starting from 2-amino-6-fluorobenzoic acid, methylamine and 4-[(1-cyclobutylpiperidin-4-yl)oxy]-2-methoxybenzaldehyde.